Dataset: the Open Reaction Database (ORD), a public repository of structured organic reaction records. Task: describe an organic reaction: reactants, conditions, products, and yield Starting materials: CC(=O)O, O=C1OC(COc2ccon2)CN1c1ccc(N2CCC3(CC2)OCCO3)c(F)c1, O. Yields the product O=C1CCN(c2ccc(N3CC(COc4ccon4)OC3=O)cc2F)CC1. RXN SMILES: [CH3:31][C:32](=[O:33])[OH:34].[O:1]1[CH2:3][CH2:2][O:4][C:5]12[CH2:6][CH2:7][N:8]([c:11]1[c:12]([F:30])[cH:13][c:14]([N:17]3[C:18](=[O:29])[O:19][CH:20]([CH2:22][O:23][c:24]4[n:25][o:26][cH:27][cH:28]4)[CH2:21]3)[cH:15][cH:16]1)[CH2:9][CH2:10]2.[OH2:35]>>[O:4]=[C:5]1[CH2:6][CH2:7][N:8]([c:11]2[c:12]([F:30])[cH:13][c:14]([N:17]3[C:18](=[O:29])[O:19][CH:20]([CH2:22][O:23][c:24]4[n:25][o:26][cH:27][cH:28]4)[CH2:21]3)[cH:15][cH:16]2)[CH2:9][CH2:10]1. The reactants are C1(=CC=CC=C1)C(N1CCC(CC1)CCCN1C(C2=CC=CC=C2C1=O)=O)C1=CC=CC=C1 (2-[3-(1-diphenylmethylpiperidine-4-yl)-propyl]-isoindol-1,3-dione), O.NN (hydrazine hydrate). Run in C(C)O (ethanol). Run at time 3 hour. Yields the product C1(=CC=CC=C1)C(N1CCC(CC1)CCCN)C1=CC=CC=C1 (3-(1-Diphenylmethylpiperidin-4-yl)-propanylamine). As a reaction SMILES: [C:1]1([CH:7]([C:28]2[CH:33]=[CH:32][CH:31]=[CH:30][CH:29]=2)[N:8]2[CH2:13][CH2:12][CH:11]([CH2:14][CH2:15][CH2:16][N:17]3C(=O)C4C(=CC=CC=4)C3=O)[CH2:10][CH2:9]2)[CH:6]=[CH:5][CH:4]=[CH:3][CH:2]=1.O.NN>C(O)C>[C:1]1([CH:7]([C:28]2[CH:33]=[CH:32][CH:31]=[CH:30][CH:29]=2)[N:8]2[CH2:13][CH2:12][CH:11]([CH2:14][CH2:15][CH2:16][NH2:17])[CH2:10][CH2:9]2)[CH:2]=[CH:3][CH:4]=[CH:5][CH:6]=1 |f:1.2|. Procedure details: 12.8 g (29.2 mmol) 2-[3-(1-diphenylmethylpiperidine-4-yl)-propyl]-isoindol-1,3-dione are suspended in 110 ml ethanol and added to 2.2 ml (58.4 mmol) hydrazine hydrate and heated to boiling for three hours. After cooling, the mixture is concentrated under vacuum. The residue is dispersed between 300 ml dichloromethane and 50 ml 10% sodium hydroxide solution. The aqueous phase is extracted twice, each with 200 ml dichloromethane. The combined organic phases are washed twice, each with 20 ml water,... Product: C12C(C3CC(CC(C1)C3)C2)N2C(N(C(C2)C(C)C)CC(C)C)=O (1-adamantan-2-yl-3-isobutyl-4-isopropyl-imidazolidin-2-one), C12C(C3CC(CC(C1)C3)C2)N2C(N(C(C2)C(C)C)CC2CC2)=O (1-adamantan-2-yl-3-cyclopropylmethyl-4-isopropyl-imidazolidin-2-one). Procedure: These materials were obtained in analogy to the procedure outlined in example 50 from 1-adamantan-2-yl-3-cyclopropylmethyl-4-isopropyl-1,3-dihydro-imidazol-2-one (53 mg, obtained in example 23) by hydrogenation over platinum on charcoal. Separation of the crude reaction mixture by flash chromatography (silica gel, ethyl acetate/heptane 9:1) provided 1-adamantan-2-yl-3-isobutyl-4-isopropyl-imidazolidin-2-one as the less polar component (16 mg, Rf=0.7, ethyl acetate/heptane 1:1, MS (ESI): 319.3 (M... Reagents/catalysts: [Pt] (platinum on charcoal). Run in C(C)(=O)OCC.CCCCCCC (ethyl acetate heptane), C(C)(=O)OCC.CCCCCCC (ethyl acetate heptane). The reactants are C12C(C3CC(CC(C1)C3)C2)N2C(N(C(=C2)C(C)C)CC2CC2)=O (1-adamantan-2-yl-3-cyclopropylmethyl-4-isopropyl-1,3-dihydro-imidazol-2-one). RXN SMILES: [CH:1]12[CH2:10][CH:5]3[CH2:6][CH:7]([CH2:9][CH:3]([CH2:4]3)[CH:2]1[N:11]1[CH:15]=[C:14]([CH:16]([CH3:18])[CH3:17])[N:13]([CH2:19][CH:20]3[CH2:22][CH2:21]3)[C:12]1=[O:23])[CH2:8]2>[Pt].C(OCC)(=O)C.CCCCCCC>[CH:1]12[CH2:8][CH:7]3[CH2:6][CH:5]([CH2:4][CH:3]([CH2:9]3)[CH:2]1[N:11]1[CH2:15][CH:14]([CH:16]([CH3:18])[CH3:17])[N:13]([CH2:19][CH:20]([CH3:22])[CH3:21])[C:12]1=[O:23])[CH2:10]2.[CH:1]12[CH2:8][CH:7]3[CH2:6][CH:5]([CH2:4][CH:3]([CH2:9]3)[CH:2]1[N:11]1[CH2:15][CH:14]([CH:16]([CH3:18])[CH3:17])[N:13]([CH2:19][CH:20]3[CH2:22][CH2:21]3)[C:12]1=[O:23])[CH2:10]2 |f:2.3|. The reactants are amine, ClCC(=O)Cl (chloroacetylchloride), residue, COCC(C)N (2-Methoxy-1-methyl-ethylamine), C(C)(C)N(CC)C(C)C (diisopropylethylamine), C(C)(C)(C)OC(=O)N1CCNCC1 (Piperazine-1-carboxylic acid tert-butyl ester), C(C)(C)N(CC)C(C)C (diisopropylethylamine). The solvent is Cl (hydrochloric acid), C(Cl)Cl (methylene chloride), C(Cl)Cl (methylene chloride), CN(C=O)C (dimethylformamide), C(Cl)Cl (methylene chloride). Reaction conditions: temperature 40 celsius, time 1 hour. Product: COCC(C)NC(CN1CCNCC1)=O (N-(2-methoxy-1-methylethyl)-2-piperazin-1-yl-acetamide). Reaction SMILES: [CH3:1][O:2][CH2:3][CH:4]([NH2:6])[CH3:5].C(N(C(C)C)CC)(C)C.Cl[CH2:17][C:18](Cl)=[O:19].C(OC([N:28]1[CH2:33][CH2:32][NH:31][CH2:30][CH2:29]1)=O)(C)(C)C>C(Cl)Cl.Cl.CN(C)C=O>[CH3:1][O:2][CH2:3][CH:4]([NH:6][C:18](=[O:19])[CH2:17][N:28]1[CH2:33][CH2:32][NH:31][CH2:30][CH2:29]1)[CH3:5]. Reported procedure: 2-Methoxy-1-methyl-ethylamine (15 mmol) and diisopropylethylamine (17 mmol) were diluted with methylene chloride to give a total volume of 8 mL. The amine solution was added in a portion-wise fashion via a syringe to a solution of chloroacetylchloride (13 mmol) in methylene chloride (10 mL) cooled to approximately 40° C. in a sealed 40 mL vial. The reaction mixture was stirred for 1 h at reduced temperature. The solution was then made acidic with 1N hydrochloric acid and then diluted with 10 mL ... Starting materials: CN(C)P(=O)(N(C)C)N(C)C, COC(CC#CCCCCl)c1ccco1, N#C[Na]. Product: COC(CC#CCCCC#N)c1ccco1. Reaction SMILES: [CH3:19][N:20]([CH3:21])[P:22](=[O:23])([N:24]([CH3:25])[CH3:26])[N:27]([CH3:28])[CH3:29].[Cl:1][CH2:2][CH2:3][CH2:4][C:5]#[C:6][CH2:7][CH:8]([O:9][CH3:10])[c:11]1[o:12][cH:13][cH:14][cH:15]1.[Na:16][C:17]#[N:18]>>[CH2:2]([CH2:3][CH2:4][C:5]#[C:6][CH2:7][CH:8]([O:9][CH3:10])[c:11]1[o:12][cH:13][cH:14][cH:15]1)[C:17]#[N:18]. Starting materials: COC(=O)c1ccc(OCCc2csc(NC(=O)Nc3ccc(C)cc3C(=O)C3CCCC3)n2)cc1, [Li+], [OH-]. The product is Cc1ccc(NC(=O)Nc2nc(CCOc3ccc(C(=O)O)cc3)cs2)c(C(=O)C2CCCC2)c1. As a reaction SMILES: [CH3:1][O:2][C:3]([c:4]1[cH:5][cH:6][c:7]([O:10][CH2:11][CH2:12][c:13]2[n:14][c:15]([NH:18][C:19](=[O:20])[NH:21][c:22]3[c:23]([C:29](=[O:30])[CH:31]4[CH2:32][CH2:33][CH2:34][CH2:35]4)[cH:24][c:25]([CH3:28])[cH:26][cH:27]3)[s:16][cH:17]2)[cH:8][cH:9]1)=[O:36].[Li+:38].[OH-:37]>>[O:2]=[C:3]([c:4]1[cH:5][cH:6][c:7]([O:10][CH2:11][CH2:12][c:13]2[n:14][c:15]([NH:18][C:19](=[O:20])[NH:21][c:22]3[c:23]([C:29](=[O:30])[CH:31]4[CH2:32][CH2:33][CH2:34][CH2:35]4)[cH:24][c:25]([CH3:28])[cH:26][cH:27]3)[s:16][cH:17]2)[cH:8][cH:9]1)[OH:36]. Solvent: C1CCOC1 (THF). The yield is 67.1%. Procedure details: Diisopropylethylamine (0.77 mL, 4.42 mmol) was added to a mixture of 4,6-dichloro-N-(3-cyclopropyl-1H-pyrazol-5-yl)-1,3,5-triazin-2-amine (800 mg, 2.95 mmol) and (S)—N-(6-fluoropyridin-3-yl)-2-methylpyrrolidine-2-carboxamide (625 mg, 2.8 mmol) in THF (20 mL). The reaction mixture was stirred at room temperature overnight and the product was separated by preparative HPLC. Removal of the solvents furnished 1C (860 mg, 64%) as a TFA salt. LC/MS [M+H]+: 458; Ret time (Method F): 2.70 min. Product: ClC1=NC(=NC(=N1)NC1=CC(=NN1)C1CC1)N1[C@@](CCC1)(C(=O)NC=1C=NC(=CC1)F)C ((S)-1-(4-Chloro-6-(3-cyclopropyl-1H-pyrazol-5-ylamino)-1,3,5-triazin-2-yl)-N-(6-fluoropyridin-3-yl)-2-methylpyrrolidine-2-carboxamide). Reactants: C(C)(C)N(CC)C(C)C (Diisopropylethylamine), ClC1=NC(=NC(=N1)Cl)NC1=CC(=NN1)C1CC1 (4,6-dichloro-N-(3-cyclopropyl-1H-pyrazol-5-yl)-1,3,5-triazin-2-amine), FC1=CC=C(C=N1)NC(=O)[C@]1(NCCC1)C ((S)—N-(6-fluoropyridin-3-yl)-2-methylpyrrolidine-2-carboxamide). Run at time 8 hour. Reaction SMILES: C(N(C(C)C)CC)(C)C.Cl[C:11]1[N:16]=[C:15]([Cl:17])[N:14]=[C:13]([NH:18][C:19]2[NH:23][N:22]=[C:21]([CH:24]3[CH2:26][CH2:25]3)[CH:20]=2)[N:12]=1.[F:27][C:28]1[N:33]=[CH:32][C:31]([NH:34][C:35]([C@:37]2([CH3:42])[CH2:41][CH2:40][CH2:39][NH:38]2)=[O:36])=[CH:30][CH:29]=1>C1COCC1>[Cl:17][C:15]1[N:14]=[C:13]([NH:18][C:19]2[NH:23][N:22]=[C:21]([CH:24]3[CH2:26][CH2:25]3)[CH:20]=2)[N:12]=[C:11]([N:38]2[CH2:39][CH2:40][CH2:41][C@@:37]2([CH3:42])[C:35]([NH:34][C:31]2[CH:32]=[N:33][C:28]([F:27])=[CH:29][CH:30]=2)=[O:36])[N:16]=1. Starting materials: CSC(=C(C#N)C#N)SC (3,3-bis-methylmercapto-2-cyano-acrylonitrile), COC=1C=C(CN)C=CC1 (3-methoxy-benzylamine). Solvent: C(C)(=O)OCC (ethyl acetate). Yields the product C(#N)C(C#N)=C(SC)NCC1=CC(=CC=C1)OC (2-Cyano-3-(3-methoxy-benzylamino)-3-methylmercapto-acrylonitrile). As a reaction SMILES: CS[C:3]([S:9][CH3:10])=[C:4]([C:7]#[N:8])[C:5]#[N:6].[CH3:11][O:12][C:13]1[CH:14]=[C:15]([CH:18]=[CH:19][CH:20]=1)[CH2:16][NH2:17]>C(OCC)(=O)C>[C:5]([C:4](=[C:3]([NH:17][CH2:16][C:15]1[CH:18]=[CH:19][CH:20]=[C:13]([O:12][CH3:11])[CH:14]=1)[S:9][CH3:10])[C:7]#[N:8])#[N:6]. Procedure details: A mixture of 17.03 g (0.1 mol) of 3,3-bis-methylmercapto-2-cyano-acrylonitrile, 12.78 ml (0.1 mol) of 3-methoxy-benzylamine and 60 ml of ethyl acetate is heated under reflux for 2 hours and then concentrated by evaporation in vacuo, yielding the oily title compound; TLC-Rf 32 0.28 (toluene/isopropanol [9:1]). The reactants are C(=O)[C@@H]1CC[C@H](CC1)CN(S(=O)(=O)C1=CC=C(C=C1)C(F)(F)F)C (trans-N-(4-formyl-cyclohexylmethyl)-N-methyl-4-trifluoromethyl-benzenesulfonamide), C1(=CC=CC=C1)P(C1=CC=CC=C1)(C1=CC=CC=C1)=CC(=O)OC (methyl (triphenyl-phosphoranylidene)acetate), C1(=CC=CC=C1)C (toluene). Yields the product COC(C=C[C@@H]1CC[C@H](CC1)CN(S(=O)(=O)C1=CC=C(C=C1)C(F)(F)F)C)=O (trans-3-(4-{[methyl-(4-trifluoromethyl-benzenesulfonyl)-amino]-methyl}-cyclohexyl)-acrylic acid methyl ester). The yield is 91.0%. As a reaction SMILES: C([C@H:3]1[CH2:8][CH2:7][C@H:6]([CH2:9][N:10]([CH3:24])[S:11]([C:14]2[CH:19]=[CH:18][C:17]([C:20]([F:23])([F:22])[F:21])=[CH:16][CH:15]=2)(=[O:13])=[O:12])[CH2:5][CH2:4]1)=O.C1(P(=[CH:44][C:45]([O:47][CH3:48])=[O:46])(C2C=CC=CC=2)C2C=CC=CC=2)C=CC=CC=1.[C:49]1(C)C=CC=CC=1>>[CH3:48][O:47][C:45](=[O:46])[CH:44]=[CH:49][C@H:3]1[CH2:8][CH2:7][C@H:6]([CH2:9][N:10]([CH3:24])[S:11]([C:14]2[CH:15]=[CH:16][C:17]([C:20]([F:23])([F:21])[F:22])=[CH:18][CH:19]=2)(=[O:13])=[O:12])[CH2:5][CH2:4]1. Procedure: 2 g (5.5 mmol) of trans-N-(4-formyl-cyclohexylmethyl)-N-methyl-4-trifluoromethyl-benzenesulfonamide and 2.2 g (6.6 mmol, 1.2 eq) of methyl (triphenyl-phosphoranylidene)acetate in 25 mL of toluene were stirred at 90° C. for 1 h. The solution was concentrated and chromatographed on silicagel with CH2Cl2:Et2O 95:5 as eluent, giving 2.09 g (91%) of trans-3-(4-{[methyl-(4-trifluoromethyl-benzenesulfonyl)-amino]-methyl}-cyclohexyl)-acrylic acid methyl ester as an off white solid which was a mixture of... Starting materials: FC(C(=O)O)(F)F (trifluoroacetic acid), C(#N)C1=CC=C(OC=2C=C(N)C=CC2)C=C1 (3-(4-cyanophenoxy)aniline). Solvent: ClCCl (dichloromethane). Conditions: time 30 minute. Yields the product C(#N)C1=CC=C(OC=2C=C(NC)C=CC2)C=C1 (3-(4-cyanophenoxy)-N-methylaniline). Reaction SMILES: F[C:2](F)(F)C(O)=O.[C:8]([C:10]1[CH:23]=[CH:22][C:13]([O:14][C:15]2[CH:16]=[C:17]([CH:19]=[CH:20][CH:21]=2)[NH2:18])=[CH:12][CH:11]=1)#[N:9]>ClCCl>[C:8]([C:10]1[CH:23]=[CH:22][C:13]([O:14][C:15]2[CH:16]=[C:17]([CH:19]=[CH:20][CH:21]=2)[NH:18][CH3:2])=[CH:12][CH:11]=1)#[N:9]. Procedure: Anhydrous trifluoroacetic acid (20 ml) was added to 20 ml of dichloromethane solution containing 1.53 g of 3-(4-cyanophenoxy)aniline, and the reaction mixture was stirred for 30 minutes at room temperature. The solvent was evaporated under a reduced pressure, and the thus obtained residue was dissolved in 40 ml of 2-butanone. Then, 3.14 g of methyl iodide and 2.09 g of potassium carbonate were added thereto. The reaction mixture was heated for 3 hours under reflux, insoluble materials were separ...